From a dataset of the Open Reaction Database (ORD), a public repository of structured organic reaction records. describe an organic reaction: reactants, conditions, products, and yield The reactants are 11.2, FC1=CC=C(C=C1)C(=O)C1CCNCC1 ((4-fluorophenyl)(4-piperidinyl)methanone), ClCCNC(=O)C=1C=NC=CC1 (N-(2-chloroethyl)-3-pyridinecarboxamide). The solvent is CC(CC(C)=O)C (4-methyl-2-pentanone). Product: FC1=CC=C(C(=O)C2CCN(CC2)CCNC(=O)C=2C=NC=CC2)C=C1 (N-[2-[4-(4-fluorobenzoyl)-1-piperidinyl]ethyl]-3-pyridinecarboxamide). Yield: 16.5%. As a reaction SMILES: [F:1][C:2]1[CH:7]=[CH:6][C:5]([C:8]([CH:10]2[CH2:15][CH2:14][NH:13][CH2:12][CH2:11]2)=[O:9])=[CH:4][CH:3]=1.Cl[CH2:17][CH2:18][NH:19][C:20]([C:22]1[CH:23]=[N:24][CH:25]=[CH:26][CH:27]=1)=[O:21]>CC(C)CC(=O)C>[F:1][C:2]1[CH:7]=[CH:6][C:5]([C:8]([CH:10]2[CH2:15][CH2:14][N:13]([CH2:17][CH2:18][NH:19][C:20]([C:22]3[CH:23]=[N:24][CH:25]=[CH:26][CH:27]=3)=[O:21])[CH2:12][CH2:11]2)=[O:9])=[CH:4][CH:3]=1. Procedure details: To a stirred solution of 11.2 parts of (4-fluorophenyl)(4-piperidinyl)methanone in 80 parts of 4-methyl-2-pentanone were added 5 parts of N-(2-chloroethyl)-3-pyridinecarboxamide and the whole was stirred and refluxed overnight. The reaction mixture was filtered and the filtrate was evaporated. The residue was purified by column-chromatography over silica gel using a mixture of trichloromethane and methanol (95:5 by volume) as eluent. The pure fractions were collected and the eluent was evaporate... Reactants: C=O, CC1CC(C)(C)NC2CCCCC12, CCOCC, O=CO, [Na+], [OH-], O. The product is CC1CC(C)(C)N(C)C2CCCCC12. As a reaction SMILES: [CH2:17]=[O:18].[CH3:1][C:2]1([CH3:13])[NH:3][CH:4]2[CH2:5][CH2:6][CH2:7][CH2:8][CH:9]2[CH:10]([CH3:12])[CH2:11]1.[CH3:22][CH2:23][O:24][CH2:25][CH3:26].[CH:14]([OH:15])=[O:16].[Na+:20].[OH-:19].[OH2:21]>>[CH3:1][C:2]1([CH3:13])[N:3]([CH3:14])[CH:4]2[CH2:5][CH2:6][CH2:7][CH2:8][CH:9]2[CH:10]([CH3:12])[CH2:11]1.